describe an organic reaction: reactants, conditions, products, and yield From a dataset of the Open Reaction Database (ORD), a public repository of structured organic reaction records. Reactants: CCC(C)=O, CC12CC(F)C3c4ccc(O)cc4CC(CCCCCCl)C3C1CCC2=O, [I-], [Na+], O. The product is CC12CC(F)C3c4ccc(O)cc4CC(CCCCCI)C3C1CCC2=O. Reaction SMILES: [CH3:31][C:32]([CH2:33][CH3:34])=[O:35].[Cl:1][CH2:2][CH2:3][CH2:4][CH2:5][CH2:6][CH:7]1[CH:8]2[CH:9]3[CH2:10][CH2:11][C:12](=[O:27])[C:13]3([CH3:14])[CH2:15][CH:16]([F:26])[CH:17]2[c:18]2[cH:19][cH:20][c:21]([OH:25])[cH:22][c:23]2[CH2:24]1.[I-:29].[Na+:28].[OH2:30]>>[CH2:2]([CH2:3][CH2:4][CH2:5][CH2:6][CH:7]1[CH:8]2[CH:9]3[CH2:10][CH2:11][C:12](=[O:27])[C:13]3([CH3:14])[CH2:15][CH:16]([F:26])[CH:17]2[c:18]2[cH:19][cH:20][c:21]([OH:25])[cH:22][c:23]2[CH2:24]1)[I:29]. Reactants: C(C=C)ONC(CCC)=C1C(CC(CC1=O)(C)C)=O (2-[1-(allyloxyamino)butylidene]-5,5-dimethylcyclohexane-1,3-dione). Run in O (water). Yields the product O.C(C=C)ONC(CCC)=C1C(CC(CC1=O)(C)C)=O (2-[1-(allyloxyamino)butylidene]-5,5-dimethylcyclohexane-1,3-dione hydrate). As a reaction SMILES: [CH2:1]([O:4][NH:5][C:6](=[C:10]1[C:15](=[O:16])[CH2:14][C:13]([CH3:18])([CH3:17])[CH2:12][C:11]1=[O:19])[CH2:7][CH2:8][CH3:9])[CH:2]=[CH2:3]>O>[OH2:4].[CH2:1]([O:4][NH:5][C:6](=[C:10]1[C:11](=[O:19])[CH2:12][C:13]([CH3:18])([CH3:17])[CH2:14][C:15]1=[O:16])[CH2:7][CH2:8][CH3:9])[CH:2]=[CH2:3] |f:2.3|. Procedure details: 2.65g of 2-[1-(allyloxyamino)butylidene]-5,5-dimethylcyclohexane-1,3-dione was added to 10ml of water and the mixture was vigorously stirred. After several minutes, the precipitate was filtered, washed with water and dried. White crystal having a melting point of 46°-47° C was obtained. Reactants: N(=C=O)CCCCCC(=O)Cl (6-isocyanatohexanoic acid chloride), C[Si](OC1=CC=C(C=C1)C1=CC=C(C=C1)O[Si](C)(C)C)(C)C (4,4'-bis(trimethylsiloxy)biphenyl). Yields the product N(=C=O)CCCCCC(=O)OC1=CC=C(C=C1)C1=CC=C(C=C1)OC(CCCCCN=C=O)=O (4,4'-bis(6-isocyanatohexanoyloxy)biphenyl). As a reaction SMILES: [N:1]([CH2:4][CH2:5][CH2:6][CH2:7][CH2:8][C:9](Cl)=[O:10])=[C:2]=[O:3].C[Si](C)(C)[O:14][C:15]1[CH:20]=[CH:19][C:18]([C:21]2[CH:26]=[CH:25][C:24]([O:27][Si](C)(C)C)=[CH:23][CH:22]=2)=[CH:17][CH:16]=1>>[N:1]([CH2:4][CH2:5][CH2:6][CH2:7][CH2:8][C:9]([O:14][C:15]1[CH:20]=[CH:19][C:18]([C:21]2[CH:26]=[CH:25][C:24]([O:27][C:9](=[O:10])[CH2:8][CH2:7][CH2:6][CH2:5][CH2:4][N:1]=[C:2]=[O:3])=[CH:23][CH:22]=2)=[CH:17][CH:16]=1)=[O:10])=[C:2]=[O:3]. Procedure: From 35 g (0.2 mol) of 6-isocyanatohexanoic acid chloride and 23 g (0.07 mol) of 4,4'-bis(trimethylsiloxy)biphenyl.